From a dataset of the Open Reaction Database (ORD), a public repository of structured organic reaction records. describe an organic reaction: reactants, conditions, products, and yield Reactants: Cl.CNOC (N,O-dimethylhydroxylamine hydrochloride), CCN=C=NCCCN(C)C (WSC), C=1C=CC2=C(C1)N=NN2O (HOBt), FC1=C(C(=O)O)C=CC(=N1)F (2,6-difluoronicotinic acid), C(C)(C)N(CC)C(C)C (diisopropylethylamine). Run in CN(C)C=O (DMF), C(C)(=O)OCC (ethyl acetate), O (Water). Reaction conditions: time 2 day. The product is FC1=C(C(=O)N(C)OC)C=CC(=N1)F (2,6-difluoro-N-methoxy-N-methylnicotinamide). Yield: 91.9%. RXN SMILES: Cl.[CH3:2][NH:3][O:4][CH3:5].CCN=C=NCCCN(C)C.C1C=CC2N(O)N=NC=2C=1.[F:27][C:28]1[N:36]=[C:35]([F:37])[CH:34]=[CH:33][C:29]=1[C:30](O)=[O:31].C(N(C(C)C)CC)(C)C>CN(C=O)C.C(OCC)(=O)C.O>[F:27][C:28]1[N:36]=[C:35]([F:37])[CH:34]=[CH:33][C:29]=1[C:30]([N:3]([O:4][CH3:5])[CH3:2])=[O:31] |f:0.1|. Procedure details: N,O-dimethylhydroxylamine hydrochloride (14.7 g), WSC (28.9 g), and HOBt (20.4 g) were added to a solution of 2,6-difluoronicotinic acid (6 g) and diisopropylethylamine (10 mL) in DMF (100 mL), and the reaction solution was stirred at room temperature for two days. Water and ethyl acetate were added to the reaction solution, and the organic layer was separated. The organic layer was dried over anhydrous magnesium sulfate, and the solvent was evaporated under reduced pressure. The resulting resid... The reactants are CN1C(CCCC1)CCN1C=CC2=CC(=CC=C12)N (1-(2-(1-Methylpiperidin-2-yl)ethyl)-1H-indol-5-amine), I.S1C(=CC=C1)C(=N)SC (methyl thiophene-2-carbimidothioate hydroiodide). Run in CCO (EtOH). Run at time 8 hour. Product: CN1C(CCCC1)CCN1C=CC2=CC(=CC=C12)NC(=N)C=1SC=CC1 (N-(1-(2-(1-Methylpiperidin-2-yl)ethyl)-1H-indol-5-yl)thiophene-2-carboximidamide). Yield: 46.2%. As a reaction SMILES: [CH3:1][N:2]1[CH2:7][CH2:6][CH2:5][CH2:4][CH:3]1[CH2:8][CH2:9][N:10]1[C:18]2[C:13](=[CH:14][C:15]([NH2:19])=[CH:16][CH:17]=2)[CH:12]=[CH:11]1.I.[S:21]1[CH:25]=[CH:24][CH:23]=[C:22]1[C:26](SC)=[NH:27]>CCO>[CH3:1][N:2]1[CH2:7][CH2:6][CH2:5][CH2:4][CH:3]1[CH2:8][CH2:9][N:10]1[C:18]2[C:13](=[CH:14][C:15]([NH:19][C:26]([C:22]3[S:21][CH:25]=[CH:24][CH:23]=3)=[NH:27])=[CH:16][CH:17]=2)[CH:12]=[CH:11]1 |f:1.2|. Procedure: A solution of compound 61 (235 mg, 0.91 mmol) in EtOH (10 mL) was treated with methyl thiophene-2-carbimidothioate hydroiodide (520 mg, 1.83 mmol) and stirred overnight at room temperature. Argon was bubbled through the mixture for 20 minutes then it was concentrated to give brownish oil. This residue was partitioned between CH2Cl2 (50 mL) with 10% MeOH and saturated sodium bicarbonate (20 mL). The aqueous layer was extracted with an additional CH2Cl2 (50 mL). The combined organic layers were wa... Reactants: ClCCCl, C1CNCCN1, CN(C)c1ccncc1, ClCCl, O=C(O)C1CCN(Cc2ccn3ncnc(Nc4ccc5c(cnn5Cc5cccc(F)c5)c4)c23)CC1. Yields the product O=C(C1CCN(Cc2ccn3ncnc(Nc4ccc5c(cnn5Cc5cccc(F)c5)c4)c23)CC1)N1CCNCC1. As a reaction SMILES: [CH2:38]([Cl:39])[CH2:40][Cl:41].[CH2:42]1[CH2:43][NH:44][CH2:45][CH2:46][NH:47]1.[CH3:48][N:49]([c:50]1[cH:51][cH:52][n:53][cH:54][cH:55]1)[CH3:56].[Cl:57][CH2:58][Cl:59].[F:1][c:2]1[cH:3][c:4]([CH2:5][n:6]2[n:7][cH:8][c:9]3[cH:10][c:11]([NH:15][c:16]4[n:17][cH:18][n:19][n:20]5[c:21]4[c:22]([CH2:25][N:26]4[CH2:27][CH2:28][CH:29]([C:32](=[O:33])[OH:34])[CH2:30][CH2:31]4)[cH:23][cH:24]5)[cH:12][cH:13][c:14]23)[cH:35][cH:36][cH:37]1>>[F:1][c:2]1[cH:3][c:4]([CH2:5][n:6]2[n:7][cH:8][c:9]3[cH:10][c:11]([NH:15][c:16]4[n:17][cH:18][n:19][n:20]5[c:21]4[c:22]([CH2:25][N:26]4[CH2:27][CH2:28][CH:29]([C:32](=[O:33])[N:44]6[CH2:43][CH2:42][NH:47][CH2:46][CH2:45]6)[CH2:30][CH2:31]4)[cH:23][cH:24]5)[cH:12][cH:13][c:14]23)[cH:35][cH:36][cH:37]1. Starting materials: C(CCCCCC)Br (n-heptyl bromide), 46.6, C(C1=CC=CC=C1)N1CCC2(OCCO2)CC1 (8-benzyl-1,4-dioxa-8-azaspiro [4,5] decane), [Mg] (magnesium), II (iodine). Reagents/catalysts: C(C)I (ethyl iodide). The solvent is C1=CC=CC=C1 (benzene), CCOCC (ether). Yields the product C(C1=CC=CC=C1)N1CCC(CC1)(OCCO)CCCCCCC (2-(1-benzyl-4-heptyl-4-piperidyloxy)-ethanol). Reaction SMILES: [CH2:1](Br)[CH2:2][CH2:3][CH2:4][CH2:5][CH2:6][CH3:7].[Mg].II.[CH2:12]([N:19]1[CH2:28][CH2:27][C:22]2([O:26][CH2:25][CH2:24][O:23]2)[CH2:21][CH2:20]1)[C:13]1[CH:18]=[CH:17][CH:16]=[CH:15][CH:14]=1>C(I)C.C1C=CC=CC=1.CCOCC>[CH2:12]([N:19]1[CH2:20][CH2:21][C:22]([CH2:1][CH2:2][CH2:3][CH2:4][CH2:5][CH2:6][CH3:7])([O:26][CH2:25][CH2:24][OH:23])[CH2:27][CH2:28]1)[C:13]1[CH:14]=[CH:15][CH:16]=[CH:17][CH:18]=1. Procedure details: A solution of 101.5 g of n-heptyl bromide in 300 ml was added over 1 hour under a nitrogen atmosphere to a flask containing 9.6 g of magnesium turnings, 50 ml of ether, 3 drops of ethyl iodide and an iodine crystal and the mixture was stirred for 1 hour. A solution of 46.6. g of 8-benzyl-1,4-dioxa-8-azaspiro [4,5] decane in 1 liter of anhydrous benzene was added to the resulting solution and after removal of the ether, the mixture was refluxed for 16 hours. The solution was then cooled and 20 ml... Reactants: N(=C=O)CCC=1C=C(C=CC1)C1=NN(C=N1)C1=CC=C(C=C1)OC(F)(F)F (3-(3-(2-isocyanatoethyl)phenyl)-1-(4-(trifluoromethoxy)phenyl)-1H-1,2,4-triazole), COC1=CC(=C(C=C1)NC(=S)N)C (1-(4-methoxy-2-methylphenyl)thiourea). Product: COC1=CC(=C(C=C1)NC(=S)NC(=O)NCCC1=CC(=CC=C1)C1=NN(C=N1)C1=CC=C(C=C1)OC(F)(F)F)C (1-[(4-methoxy-2-methyl-phenyl)carbamothioyl]-3-[2-[3-[1-[4-(trifluoromethoxy)phenyl]-1H-1,2,4-triazol-3-yl]phenyl]ethyl]urea), solid. Yield: 34.0%. As a reaction SMILES: [N:1]([CH2:4][CH2:5][C:6]1[CH:7]=[C:8]([C:12]2[N:16]=[CH:15][N:14]([C:17]3[CH:22]=[CH:21][C:20]([O:23][C:24]([F:27])([F:26])[F:25])=[CH:19][CH:18]=3)[N:13]=2)[CH:9]=[CH:10][CH:11]=1)=[C:2]=[O:3].[CH3:28][O:29][C:30]1[CH:35]=[CH:34][C:33]([NH:36][C:37]([NH2:39])=[S:38])=[C:32]([CH3:40])[CH:31]=1>>[CH3:28][O:29][C:30]1[CH:35]=[CH:34][C:33]([NH:36][C:37]([NH:39][C:2]([NH:1][CH2:4][CH2:5][C:6]2[CH:11]=[CH:10][CH:9]=[C:8]([C:12]3[N:16]=[CH:15][N:14]([C:17]4[CH:22]=[CH:21][C:20]([O:23][C:24]([F:26])([F:25])[F:27])=[CH:19][CH:18]=4)[N:13]=3)[CH:7]=2)=[O:3])=[S:38])=[C:32]([CH3:40])[CH:31]=1. Procedure details: The title compound was prepared as described in Example 75 using 3-(3-(2-isocyanatoethyl)phenyl)-1-(4-(trifluoromethoxy)phenyl)-1H-1,2,4-triazole (CA44) and 1-(4-methoxy-2-methylphenyl)thiourea isolated as a white solid (0.105 g, 34%): 1H NMR (400 MHz, DMSO-d6) δ 11.78 (s, 1H), 10.07 (s, 1H), 9.42 (s, 1H), 8.13-8.05 (m, 2H), 8.04-7.96 (m, 2H), 7.66-7.57 (m, 2H), 7.53-7.45 (m, 1H), 7.42-7.32 (m, 2H), 7.01 (t, J=5.7 Hz, 1H), 6.85-6.81 (m, 1H), 6.76 (dd, J=8.7, 2.9 Hz, 1H), 3.74 (s, 3H), 3.45 (q, J... Starting materials: O=C([O-])O, N#CC(c1ccc(Cl)cc1)c1c(Cl)cc(-n2nc(C(=O)O)c(=O)[nH]c2=O)cc1Cl, [Na+], O, O=C(O)CS. Product: N#CC(c1ccc(Cl)cc1)c1c(Cl)cc(-n2ncc(=O)[nH]c2=O)cc1Cl. As a reaction SMILES: [C:35](=[O:36])([O-:37])[OH:38].[Cl:1][c:2]1[cH:3][c:4](-[n:19]2[n:20][c:21]([C:27]([OH:28])=[O:29])[c:22](=[O:26])[nH:23][c:24]2=[O:25])[cH:5][c:6]([Cl:18])[c:7]1[CH:8]([C:9]#[N:10])[c:11]1[cH:12][cH:13][c:14]([Cl:17])[cH:15][cH:16]1.[Na+:39].[OH2:40].[SH:30][CH2:31][C:32]([OH:33])=[O:34]>>[Cl:1][c:2]1[cH:3][c:4](-[n:19]2[n:20][cH:21][c:22](=[O:26])[nH:23][c:24]2=[O:25])[cH:5][c:6]([Cl:18])[c:7]1[CH:8]([C:9]#[N:10])[c:11]1[cH:12][cH:13][c:14]([Cl:17])[cH:15][cH:16]1.